Task: describe an organic reaction: reactants, conditions, products, and yield. Dataset: the Open Reaction Database (ORD), a public repository of structured organic reaction records Reactants: C(C1=CC=CC=C1)C=1C(NNC1C(C)C)=O (4-Benzyl-1,2-dihydro-5-isopropyl-3H-pyrazol-3-one), C(C)(=O)OC(C)=O (Acetic anhydride). Reagents/catalysts: C(C)(=O)O (acetic acid). Run in O1CCCC1 (tetrahydrofuran). Conditions: time 15 hour. Yields the product C(C)(=O)N1NC(C(=C1C(C)C)CC1=CC=CC=C1)=O (1-acetyl-4-benzyl-1,2-dihydro-5-isopropyl-3H-pyrazol-3-one). Yield: 77.0%. Reaction SMILES: [CH2:1]([C:8]1[C:9](=[O:16])[NH:10][NH:11][C:12]=1[CH:13]([CH3:15])[CH3:14])[C:2]1[CH:7]=[CH:6][CH:5]=[CH:4][CH:3]=1.[C:17](OC(=O)C)(=[O:19])[CH3:18]>O1CCCC1.C(O)(=O)C>[C:17]([N:11]1[C:12]([CH:13]([CH3:14])[CH3:15])=[C:8]([CH2:1][C:2]2[CH:3]=[CH:4][CH:5]=[CH:6][CH:7]=2)[C:9](=[O:16])[NH:10]1)(=[O:19])[CH3:18]. Reported procedure: 4-Benzyl-1,2-dihydro-5-isopropyl-3H-pyrazol-3-one (1.50 g) was dissolved in tetrahydrofuran (6.0 g) at room temperature. Acetic anhydride (0.708 g) and acetic acid (0.0208 g) was added to the solution successively. After the reaction mixture was stirred at room temperature for 15 hours, the solvent was removed under reduced pressure. The residue was purified by column chromatography on silica gel (The product was eluted with dichloromethane at first, and then n-hexane/ethyl acetate=4/1) to give ...